This data is from the Open Reaction Database (ORD), a public repository of structured organic reaction records. The task is: describe an organic reaction: reactants, conditions, products, and yield Starting materials: ClC1=CC(=C(OC=2C=CC(=C(N)C2)[N+](=O)[O-])C=C1)CN1N=CN=C1 (5-[4-chloro-2-(1H-1,2,4-triazol-1-ylmethyl)phenoxy]-2-nitroaniline). The reagents and catalysts are [Zn] (zinc). Solvent: C(C)(=O)O (acetic acid). The product is ClC1=CC(=C(OC2=CC(=C(C=C2)N)N)C=C1)CN1N=CN=C1 (4-[4-chloro-2-(1H-1,2,4-triazol-1-ylmethyl)phenoxy]-1,2-phenylenediamine). Isolated yield 49.6%. Reaction SMILES: [Cl:1][C:2]1[CH:18]=[CH:17][C:5]([O:6][C:7]2[CH:8]=[CH:9][C:10]([N+:14]([O-])=O)=[C:11]([CH:13]=2)[NH2:12])=[C:4]([CH2:19][N:20]2[CH:24]=[N:23][CH:22]=[N:21]2)[CH:3]=1>C(O)(=O)C.[Zn]>[Cl:1][C:2]1[CH:18]=[CH:17][C:5]([O:6][C:7]2[CH:8]=[CH:9][C:10]([NH2:14])=[C:11]([NH2:12])[CH:13]=2)=[C:4]([CH2:19][N:20]2[CH:24]=[N:23][CH:22]=[N:21]2)[CH:3]=1. Procedure: 5-[4-Chloro-2-(1H-1,2,4-triazol-1-ylmethyl)phenoxy]-2-nitroaniline (11 g) from Example 37 was dissolved in acetic acid (100 ml), followed by gradual addition of zinc powder (12.5 g) under water cooling. After the addition, insoluble materials were filtered off, and the filtrate was concentrated under reduced pressure. To the residue was added ethyl acetate, and to the resulting solution was added carefully saturated sodium hydrogen carbonate solution to make the solution alkaline. The organic ph... The reactants are COc1ccc2c(c1)c(CC(=O)NN1CCN(C(=O)OC(C)(C)C)CC1)c(C)n2C(=O)c1ccc(Cl)cc1, ClCCl, O=C(O)C(F)(F)F. Product: COc1ccc2c(c1)c(CC(=O)NN1CCNCC1)c(C)n2C(=O)c1ccc(Cl)cc1. RXN SMILES: [C:1]([O:2][C:3](=[O:4])[N:8]1[CH2:9][CH2:10][N:11]([NH:14][C:15]([CH2:16][c:17]2[c:18]([CH3:37])[n:19]([C:28]([c:29]3[cH:30][cH:31][c:32]([Cl:35])[cH:33][cH:34]3)=[O:36])[c:20]3[cH:21][cH:22][c:23]([O:26][CH3:27])[cH:24][c:25]23)=[O:38])[CH2:12][CH2:13]1)([CH3:5])([CH3:6])[CH3:7].[Cl:46][CH2:47][Cl:48].[OH:39][C:40]([C:41]([F:42])([F:43])[F:44])=[O:45]>>[NH:8]1[CH2:9][CH2:10][N:11]([NH:14][C:15]([CH2:16][c:17]2[c:18]([CH3:37])[n:19]([C:28]([c:29]3[cH:30][cH:31][c:32]([Cl:35])[cH:33][cH:34]3)=[O:36])[c:20]3[cH:21][cH:22][c:23]([O:26][CH3:27])[cH:24][c:25]23)=[O:38])[CH2:12][CH2:13]1. Starting materials: C(C1=CC=CC=C1)OC=1C(=C(N2C1C(N(CC2C)C)=O)C=C)C(=O)OCC (ethyl 8-(benzyloxy)-2,4-dimethyl-1-oxo-6-vinyl-1,2,3,4-tetrahydro-pyrrolo[1,2-a]-pyrazine-7-carboxylate), I(=O)(=O)(=O)[O-].[Na+] (sodium periodate), S(=O)([O-])[O-].[Na+].[Na+] (sodium sulfite). The reagents and catalysts are [Os](=O)(=O)(=O)=O (osmium tetroxide). Solvent: C1CCOC1 (THF), C(C)(=O)OCC (ethyl acetate). Run at time 4 hour. The product is C(C1=CC=CC=C1)OC=1C(=C(N2C1C(N(CC2C)C)=O)C=O)C(=O)OCC (Ethyl 8-(benzyloxy)-2,4-dimethyl-1-oxo-6-formyl-1,2,3,4-tetrahydro-pyrrolo[1,2-a]-pyrazine-7-carboxylate). Reaction SMILES: [CH2:1]([O:8][C:9]1[C:10]([C:23]([O:25][CH2:26][CH3:27])=[O:24])=[C:11]([CH:21]=C)[N:12]2[CH:17]([CH3:18])[CH2:16][N:15]([CH3:19])[C:14](=[O:20])[C:13]=12)[C:2]1[CH:7]=[CH:6][CH:5]=[CH:4][CH:3]=1.I([O-])(=O)(=O)=[O:29].[Na+].S([O-])([O-])=O.[Na+].[Na+]>C1COCC1.C(OCC)(=O)C.[Os](=O)(=O)(=O)=O>[CH2:1]([O:8][C:9]1[C:10]([C:23]([O:25][CH2:26][CH3:27])=[O:24])=[C:11]([CH:21]=[O:29])[N:12]2[CH:17]([CH3:18])[CH2:16][N:15]([CH3:19])[C:14](=[O:20])[C:13]=12)[C:2]1[CH:7]=[CH:6][CH:5]=[CH:4][CH:3]=1 |f:1.2,3.4.5|. Reported procedure: A mixture of ethyl 8-(benzyloxy)-2,4-dimethyl-1-oxo-6-vinyl-1,2,3,4-tetrahydro-pyrrolo[1,2-a]-pyrazine-7-carboxylate (0.11 g, 0.29 mmol), osmium tetroxide (2.5% in t-butanol, 0.59 mL, 0.058 mmol), sodium periodate (0.19 g, 0.87 mmol) in aqueous THF (6 mL, 1:2 v/v) was stirred at room temperature for 4 hours. The reaction mixture was treated with 10% aqueous sodium sulfite and diluted with ethyl acetate. The organic extract was washed with brine, dried over anhydrous magnesium sulfate, filtered, ... Starting materials: S(=O)(=O)([O-])[O-].[Ca+2] (calcium sulfate), ice water, liquid, S(=O)(=O)=O (sulfur trioxide), ClC(=O)OC1=CC=CC=C1 (phenyl chloroformate), ClC(=O)[O-] (chloroformate). The solvent is C(Cl)Cl (methylene chloride). Reaction conditions: time 6 hour. The product is ClC(=O)OC1=CC=C(C=C1)S(=O)(=O)O (4-Sulfophenyl Chloroformate). RXN SMILES: [S:1]([O-:5])([O-])(=[O:3])=[O:2].[Ca+2].S(=O)(=O)=O.[Cl:11][C:12]([O:14][C:15]1[CH:20]=[CH:19][CH:18]=[CH:17][CH:16]=1)=[O:13].ClC([O-])=O>C(Cl)Cl>[Cl:11][C:12]([O:14][C:15]1[CH:20]=[CH:19][C:18]([S:1]([OH:5])(=[O:3])=[O:2])=[CH:17][CH:16]=1)=[O:13] |f:0.1|. Procedure: To a 100 mL 3-necked round bottom flask equipped with a magnetic stirrer, addition funnel topped with a drying tube containing calcium sulfate was added 35 mLs of methylene chloride. The reaction solvent was cooled with an ice water bath. To the flask was added 2.8 grams (0.035 mole) of liquid sulfur trioxide. Thereupon the reaction solution became a very pale clear yellow liquid. The ice water bath cooled reaction vessel was then charged with 5.48 grams (0.035 mole) of phenyl chloroformate adde...